This data is from the Open Reaction Database (ORD), a public repository of structured organic reaction records. The task is: describe an organic reaction: reactants, conditions, products, and yield Starting materials: C1(=CC=CC=C1)NC1=CC=C(C=C1)N (N-phenyl-p-phenylenediamine), mixture, methyl and ethyl esters, FC(C(=O)O)(F)F (trifluoroacetic acid), C1(=CC=CC=C1)C (toluene). Run in O (water). Conditions: time 1 hour. Product: C1(=CC=CC=C1)NC1=CC=C2NC=3CCCCC3C(C2=C1)=O (1,2,3,4-tetrahydro-7-(phenyl)amino-9(10H)acridinone). The yield is 89.0%. As a reaction SMILES: [C:1]1([NH:7][C:8]2[CH:13]=[CH:12][C:11]([NH2:14])=[CH:10][CH:9]=2)[CH:6]=[CH:5][CH:4]=[CH:3][CH:2]=1.F[C:16](F)(F)[C:17]([OH:19])=O.[C:22]1(C)[CH:27]=[CH:26]C=[CH:24][CH:23]=1>O>[C:1]1([NH:7][C:8]2[CH:13]=[C:12]3[C:11]([NH:14][C:24]4[CH2:23][CH2:22][CH2:27][CH2:26][C:16]=4[C:17]3=[O:19])=[CH:10][CH:9]=2)[CH:2]=[CH:3][CH:4]=[CH:5][CH:6]=1. Procedure: A mixture of 73.6 g (0.4 mol) of N-phenyl-p-phenylenediamine, 72 g (0.4 mol) of a mixture of the methyl and ethyl esters of 2-cyclohexanonecarboxylate (Aldrich Chemical Co., 40% methyl, 60% ethyl ester) 0.8 ml of trifluoroacetic acid and 1200 ml of toluene was refluxed for 1 hour in a flask equipped with a Dean-Stark water separator. The solvent was removed under vacuum and the resultant oil was dissolved in 500 ml of Dowtherm® A. This solution was added over 1 hour to 100 ml of refluxing Dowthe... Yield: 94.0%. Procedure details: The sub-title product of step c) (0.17 g, 0.44 mmol) was dissolved in THF (3 ml) and aqueous methyl amine (40%, 3 ml) and stirred for 30 minutes. The solvent was removed and the product precipitated from diethyl ether to give the title compound (0.14 g, 94%) as a slightly brown solid. As a reaction SMILES: C(OC([N:6]1[C:14]2[C:9](=[CH:10][CH:11]=[CH:12][CH:13]=2)[C:8]([N:15]2[C:19]([C:20]3[C:28]4[C:23](=[CH:24][CH:25]=[CH:26][CH:27]=4)[N:22]([CH3:29])[CH:21]=3)=[CH:18][NH:17][C:16]2=[O:30])=[CH:7]1)=O)C.CN>C1COCC1>[NH:6]1[C:14]2[C:9](=[CH:10][CH:11]=[CH:12][CH:13]=2)[C:8]([N:15]2[C:19]([C:20]3[C:28]4[C:23](=[CH:24][CH:25]=[CH:26][CH:27]=4)[N:22]([CH3:29])[CH:21]=3)=[CH:18][NH:17][C:16]2=[O:30])=[CH:7]1. The reactants are C(C)OC(=O)N1C=C(C2=CC=CC=C12)N1C(NC=C1C1=CN(C2=CC=CC=C12)C)=O (1-[1-(Ethoxycarbonyl)-3-indolyl]-5-(1-methyl-3-indolyl)-1,3-dihydroimidazol-2-one), CN (methyl amine). Solvent: C1CCOC1 (THF). Product: N1C=C(C2=CC=CC=C12)N1C(NC=C1C1=CN(C2=CC=CC=C12)C)=O (1-(3-Indolyl)-5-(1-methyl-3-indolyl)-1,3-dihydroimidazol-2-one). The reactants are CCOc1ccccc1-c1cc(OC)c(C(=O)N2Cc3ccc(C(=O)O)n3Cc3ccccc32)cc1Cl, NCc1ccccn1. The product is CCOc1ccccc1-c1cc(OC)c(C(=O)N2Cc3ccc(C(=O)NCc4ccccn4)n3Cc3ccccc32)cc1Cl. RXN SMILES: [Cl:1][c:2]1[cH:3][c:4]([C:19](=[O:20])[N:21]2[CH2:22][c:23]3[n:24]([c:32]([C:35](=[O:36])[OH:37])[cH:33][cH:34]3)[CH2:25][c:26]3[c:27]2[cH:28][cH:29][cH:30][cH:31]3)[c:5]([O:17][CH3:18])[cH:6][c:7]1-[c:8]1[c:9]([O:14][CH2:15][CH3:16])[cH:10][cH:11][cH:12][cH:13]1.[NH2:38][CH2:39][c:40]1[n:41][cH:42][cH:43][cH:44][cH:45]1>>[Cl:1][c:2]1[cH:3][c:4]([C:19](=[O:20])[N:21]2[CH2:22][c:23]3[n:24]([c:32]([C:35](=[O:37])[NH:38][CH2:39][c:40]4[n:41][cH:42][cH:43][cH:44][cH:45]4)[cH:33][cH:34]3)[CH2:25][c:26]3[c:27]2[cH:28][cH:29][cH:30][cH:31]3)[c:5]([O:17][CH3:18])[cH:6][c:7]1-[c:8]1[c:9]([O:14][CH2:15][CH3:16])[cH:10][cH:11][cH:12][cH:13]1. Reactants: ClCCCl, O=C(O)c1n[nH]cc1NC(=O)c1c(F)cccc1F, CN1CCC(Oc2ccc(F)cc2N)CC1, CN(C)C=O, On1nnc2ccccc21. The product is CN1CCC(Oc2ccc(F)cc2NC(=O)c2n[nH]cc2NC(=O)c2c(F)cccc2F)CC1. RXN SMILES: [CH2:36]([Cl:37])[CH2:38][Cl:39].[F:17][c:18]1[c:19]([C:20](=[O:21])[NH:22][c:23]2[c:24]([C:28](=[O:29])[OH:30])[n:25][nH:26][cH:27]2)[c:31]([F:35])[cH:32][cH:33][cH:34]1.[F:1][c:2]1[cH:3][cH:4][c:5]([O:9][CH:10]2[CH2:11][CH2:12][N:13]([CH3:16])[CH2:14][CH2:15]2)[c:6]([NH2:8])[cH:7]1.[O:50]=[CH:51][N:52]([CH3:53])[CH3:54].[OH:40][n:41]1[c:42]2[c:43]([cH:44][cH:45][cH:46][cH:47]2)[n:48][n:49]1>>[F:1][c:2]1[cH:3][cH:4][c:5]([O:9][CH:10]2[CH2:11][CH2:12][N:13]([CH3:16])[CH2:14][CH2:15]2)[c:6]([NH:8][C:28]([c:24]2[c:23]([NH:22][C:20]([c:19]3[c:18]([F:17])[cH:34][cH:33][cH:32][c:31]3[F:35])=[O:21])[cH:27][nH:26][n:25]2)=[O:29])[cH:7]1. Reactants: C(#C)C1=C(C=CC2=CC=CC=C12)CCCCCC (1-ethynyl-2-hexylnaphthalene), BrCCCCCC (bromohexane), BrCCCCCCCCCC (bromodecane). Yields the product C(#C)C1=C(C=CC2=CC=CC=C12)CCCCCCCCCC (1-Ethynyl-2-n-decylnaphthalene). As a reaction SMILES: [C:1]([C:3]1[C:12]2[C:7](=[CH:8][CH:9]=[CH:10][CH:11]=2)[CH:6]=[CH:5][C:4]=1[CH2:13][CH2:14][CH2:15][CH2:16][CH2:17][CH3:18])#[CH:2].Br[CH2:20][CH2:21][CH2:22][CH2:23]CC.BrCCCCCCCCCC>>[C:1]([C:3]1[C:12]2[C:7](=[CH:8][CH:9]=[CH:10][CH:11]=2)[CH:6]=[CH:5][C:4]=1[CH2:13][CH2:14][CH2:15][CH2:16][CH2:17][CH2:18][CH2:20][CH2:21][CH2:22][CH3:23])#[CH:2]. Procedure details: 1-Ethynyl-2-n-decylnaphthalene was prepared in a similar manner to 1-ethynyl-2-hexylnaphthalene, except that bromohexane was replaced by bromodecane. Reactants: CCCCCN(c1c(OC)nn2c(-c3c(OC)cc(COC)cc3OC)csc12)C1CCOCC1, CS(=O)(=O)O, CCOC(C)=O. The product is CCCCCN(c1c(OC)nn2c(-c3c(OC)cc(COC)cc3OC)csc12)C1CCOCC1, CS(=O)(=O)O. As a reaction SMILES: [CH3:1][O:2][c:3]1[c:4](-[c:14]2[n:15]3[c:16]([s:17][cH:18]2)[c:19]([N:24]([CH:25]2[CH2:26][CH2:27][O:28][CH2:29][CH2:30]2)[CH2:31][CH2:32][CH2:33][CH2:34][CH3:35])[c:20]([O:22][CH3:23])[n:21]3)[c:5]([O:12][CH3:13])[cH:6][c:7]([CH2:9][O:10][CH3:11])[cH:8]1.[CH3:36][S:37]([OH:38])(=[O:39])=[O:40].[CH3:41][CH2:42][O:43][C:44](=[O:45])[CH3:46]>>[CH3:1][O:2][c:3]1[c:4](-[c:14]2[n:15]3[c:16]([s:17][cH:18]2)[c:19]([N:24]([CH:25]2[CH2:26][CH2:27][O:28][CH2:29][CH2:30]2)[CH2:31][CH2:32][CH2:33][CH2:34][CH3:35])[c:20]([O:22][CH3:23])[n:21]3)[c:5]([O:12][CH3:13])[cH:6][c:7]([CH2:9][O:10][CH3:11])[cH:8]1.[CH3:36][S:37](=[O:38])(=[O:39])[OH:40].